This data is from the Open Reaction Database (ORD), a public repository of structured organic reaction records. The task is: describe an organic reaction: reactants, conditions, products, and yield Yields the product CCCCCCCCCCCCC(SC)c1coc([Si](C)(C)C)c1. RXN SMILES: [CH3:24][SH:25].[CH3:26][O-:27].[Cl:1][CH:2]([CH2:3][CH2:4][CH2:5][CH2:6][CH2:7][CH2:8][CH2:9][CH2:10][CH2:11][CH2:12][CH2:13][CH3:14])[c:15]1[cH:16][o:17][c:18]([Si:20]([CH3:21])([CH3:22])[CH3:23])[cH:19]1.[K+:28].[O:29]1[CH2:30][CH2:31][CH2:32][CH2:33]1>>[CH:2]([CH2:3][CH2:4][CH2:5][CH2:6][CH2:7][CH2:8][CH2:9][CH2:10][CH2:11][CH2:12][CH2:13][CH3:14])([c:15]1[cH:16][o:17][c:18]([Si:20]([CH3:21])([CH3:22])[CH3:23])[cH:19]1)[S:25][CH3:24]. Starting materials: CS, C[O-], CCCCCCCCCCCCC(Cl)c1coc([Si](C)(C)C)c1, [K+], C1CCOC1.